From a dataset of the Open Reaction Database (ORD), a public repository of structured organic reaction records. describe an organic reaction: reactants, conditions, products, and yield Reported procedure: Into a four-neck flask were weighed 28.81 g (44.9 mmol) of the bis(3,5-di-t-butyl-4-methoxyphenyl)(2-bromophenyl)phosphine oxide (6). The atmosphere of the reaction vessel which was fitted with a thermometer, a condenser tube, and a dropping funnel with a pressure-equalizing tube was completely replaced with nitrogen. Thereto were added 300 mL of toluene, 29.92 g (247.0 mmol) of N,N′-dimethylaniline, and 30.41 g (224.5 mmol) of trichlorosilane, followed by 15 hours of heating at reflux. After th... The product is C(C)(C)(C)C=1C=C(C=C(C1OC)C(C)(C)C)P(C1=C(C=CC=C1)Br)C1=CC(=C(C(=C1)C(C)(C)C)OC)C(C)(C)C (bis(3,5-di-t-butyl-4-methoxyphenyl)(2-bromophenyl)phosphine). Yield: 86.5%. As a reaction SMILES: [C:1]([C:5]1[CH:6]=[C:7]([P:17](=O)([C:25]2[CH:30]=[C:29]([C:31]([CH3:34])([CH3:33])[CH3:32])[C:28]([O:35][CH3:36])=[C:27]([C:37]([CH3:40])([CH3:39])[CH3:38])[CH:26]=2)[C:18]2[CH:23]=[CH:22][CH:21]=[CH:20][C:19]=2[Br:24])[CH:8]=[C:9]([C:13]([CH3:16])([CH3:15])[CH3:14])[C:10]=1[O:11][CH3:12])([CH3:4])([CH3:3])[CH3:2].Cl[SiH](Cl)Cl.[OH-].[Na+]>C1(C)C=CC=CC=1>[C:13]([C:9]1[CH:8]=[C:7]([P:17]([C:25]2[CH:30]=[C:29]([C:31]([CH3:34])([CH3:33])[CH3:32])[C:28]([O:35][CH3:36])=[C:27]([C:37]([CH3:40])([CH3:39])[CH3:38])[CH:26]=2)[C:18]2[CH:23]=[CH:22][CH:21]=[CH:20][C:19]=2[Br:24])[CH:6]=[C:5]([C:1]([CH3:4])([CH3:3])[CH3:2])[C:10]=1[O:11][CH3:12])([CH3:14])([CH3:15])[CH3:16] |f:2.3|. The reactants are C(C)(C)(C)C=1C=C(C=C(C1OC)C(C)(C)C)P(C1=C(C=CC=C1)Br)(C1=CC(=C(C(=C1)C(C)(C)C)OC)C(C)(C)C)=O (bis(3,5-di-t-butyl-4-methoxyphenyl)(2-bromophenyl)phosphine Oxide), [OH-].[Na+] (sodium hydroxide), N,N′-dimethylaniline, Cl[SiH](Cl)Cl (trichlorosilane). Reaction conditions: time 15 hour. Solvent: C1(=CC=CC=C1)C (toluene). Reactants: C(#C)N1C2=C(C=3C=C(C=CC13)C)CN(CC2)C (5-ethynyl-2,8-dimethyl-2,3,4,5-tetrahydro-1H-pyrido[4,3-b]indole), BrC1=COC=C1 (3-bromofuran), CCCC[N+](CCCC)(CCCC)CCCC.[F-] (TBAF). Reagents/catalysts: Cl[Pd]([P](C1=CC=CC=C1)(C2=CC=CC=C2)C3=CC=CC=C3)([P](C4=CC=CC=C4)(C5=CC=CC=C5)C6=CC=CC=C6)Cl (dichlorobis(triphenylphosphine)palladium). Run in O (water). Run at temperature 80 celsius. The product is O1C=C(C=C1)C#CN1C2=C(C=3C=C(C=CC13)C)CN(CC2)C (5-furan-3-ylethynyl-2,8-dimethyl-2,3,4,5-tetrahydro-1H-pyrido[4,3-b]indole). Yield: 5.1%. RXN SMILES: [C:1]([N:3]1[C:11]2[CH:10]=[CH:9][C:8]([CH3:12])=[CH:7][C:6]=2[C:5]2[CH2:13][N:14]([CH3:17])[CH2:15][CH2:16][C:4]1=2)#[CH:2].Br[C:19]1[CH:23]=[CH:22][O:21][CH:20]=1.CCCC[N+](CCCC)(CCCC)CCCC.[F-]>Cl[Pd](Cl)([P](C1C=CC=CC=1)(C1C=CC=CC=1)C1C=CC=CC=1)[P](C1C=CC=CC=1)(C1C=CC=CC=1)C1C=CC=CC=1.O>[O:21]1[CH:22]=[CH:23][C:19]([C:2]#[C:1][N:3]2[C:11]3[CH:10]=[CH:9][C:8]([CH3:12])=[CH:7][C:6]=3[C:5]3[CH2:13][N:14]([CH3:17])[CH2:15][CH2:16][C:4]2=3)=[CH:20]1 |f:2.3,^1:44,63|. Procedure details: A mixture of 5-ethynyl-2,8-dimethyl-2,3,4,5-tetrahydro-1H-pyrido[4,3-b]indole (180 mg, 0.81 mmol), 3-bromofuran (100 mg, 0.68 mmol), dichlorobis(triphenylphosphine)palladium (II) (14 mg, 0.02 mmol) and TBAF.3H2O (642 mg, 2.0 mmol) was heated at 80° C. for 5 min by microwave. After completion of reaction (monitored by TLC), the mixture was poured into water (10 mL) and extracted with EtOAc (3×10 mL). The organic layer was dried over sodium sulfate and concentrated under vacuum to obtain product, ... The reactants are C1(=CC=CC=C1)C1=C(N=C2C1=NC(C2=O)=O)C2=CC=CC=C2 (diphenyl-diketopyrrolopyrrole), C(=O)([O-])[O-].[K+].[K+] (K2CO3), C1(=CC=CC=C1)C1=C(N=C2C1=NC(C2=O)=O)C2=CC=CC=C2 (DPP), C(C1=CC=CC=C1)Br (benzyl bromide). Run in CN(C)C=O (DMF). Reaction conditions: temperature 100 celsius. Yields the product C(C1=CC=CC=C1)N1C(C(C2=C1C(=C(N2CC2=CC=CC=C2)C2=CC=CC=C2)C2=CC=CC=C2)=O)=O (N,N′-dibenzyl-diphenyl-diketopyrrolopyrrol). The yield is 101.3%. Reaction SMILES: [C:1]1([C:7]2[C:11]3=[N:12][C:13](=[O:16])[C:14](=[O:15])[C:10]3=[N:9][C:8]=2[C:17]2[CH:22]=[CH:21][CH:20]=[CH:19][CH:18]=2)[CH:6]=[CH:5][CH:4]=[CH:3][CH:2]=1.[CH2:23](Br)[C:24]1[CH:29]=[CH:28][CH:27]=[CH:26][CH:25]=1.C([O-])([O-])=O.[K+].[K+]>CN(C=O)C>[CH2:23]([N:12]1[C:11]2[C:7]([C:1]3[CH:6]=[CH:5][CH:4]=[CH:3][CH:2]=3)=[C:8]([C:17]3[CH:18]=[CH:19][CH:20]=[CH:21][CH:22]=3)[N:9]([CH2:7][C:1]3[CH:6]=[CH:5][CH:4]=[CH:3][CH:2]=3)[C:10]=2[C:14](=[O:15])[C:13]1=[O:16])[C:24]1[CH:29]=[CH:28][CH:27]=[CH:26][CH:25]=1 |f:2.3.4|. Procedure details: A 100 ml round-bottom flask equipped with a stirrer and reflux condenser is charged with 1.47 g (5.1 mmol) of diphenyl-diketopyrrolopyrrole (hereinafter referred to DPP), 3.44 g (20.1 mmol) of benzyl bromide, 1.38 g (10.0 mmol) of K2CO3 and 50 ml of DMF. Under nitrogen atmosphere, the mixture is stirred and heated at 100° C. for 42.5 hours. The slurry is cooled and the orange solid is isolated by filtration. The solid is washed with water and MeOH, followed by dissolving in hot CHCl3. This CHCl3... Starting materials: BrC=1C=C(NC1)CN ((4-bromo-1H-pyrrol-2-yl)methanamine), N1(C=NC=C1)C(=O)N1C=NC=C1 (di(1H-imidazol-1-yl)methanone), [H-].[Na+] (NaH). Run in C1CCOC1 (THF). The product is BrC=1C=C2N(C(NC2)=O)C1 (6-bromo-1H-pyrrolo[1,2-c]imidazol-3(2H)-one). Isolated yield 36.1%. As a reaction SMILES: [Br:1][C:2]1[CH:3]=[C:4]([CH2:7][NH2:8])[NH:5][CH:6]=1.N1([C:14](N2C=CN=C2)=[O:15])C=CN=C1.[H-].[Na+]>C1COCC1>[Br:1][C:2]1[CH:3]=[C:4]2[CH2:7][NH:8][C:14](=[O:15])[N:5]2[CH:6]=1 |f:2.3|. Reported procedure: A solution of (4-bromo-1H-pyrrol-2-yl)methanamine (Enamine, Ltd., Kiev, Ukraine; 57.7 mg, 0.330 mmol), di(1H-imidazol-1-yl)methanone (CDI; Aldrich; 58.8 mg, 0.363 mmol), and NaH (60% wt. in mineral oil; 15.8 mg, 0.396 mmol) in THF (3.0 mL) was stirred under argon at 23° C. for 15 min. The reaction mixture was subsequently concentrated onto silica gel and chromatographically purified (silica gel, 0-60% EtOAc/hexanes) to provide 6-bromo-1H-pyrrolo[1,2-c]imidazol-3(2H)-one (23.9 mg, 0.119 mmol, 36%... Reactants: COC1=C(C(=O)O)C(=C(C(=C1C)C)OC)C (2,5-Dimethoxy-3,4,6-trimethylbenzoic acid), NC=1C=C(C=CC1O)CC(=O)OC (methyl 3-amino-4-hydroxyphenylacetate). Yields the product OC1=C(C=C(C=C1)CC(=O)OC)NC(C1=C(C(=C(C(=C1C)OC)C)C)OC)=O (methyl 4-hydroxy-3-(2,5-dimethoxy-3,4,6-trimethylbenzoylamino)phenylacetate). Reaction SMILES: [CH3:1][O:2][C:3]1[C:11]([CH3:12])=[C:10]([CH3:13])[C:9]([O:14][CH3:15])=[C:8]([CH3:16])[C:4]=1[C:5]([OH:7])=O.[NH2:17][C:18]1[CH:19]=[C:20]([CH2:25][C:26]([O:28][CH3:29])=[O:27])[CH:21]=[CH:22][C:23]=1[OH:24]>>[OH:24][C:23]1[CH:22]=[CH:21][C:20]([CH2:25][C:26]([O:28][CH3:29])=[O:27])=[CH:19][C:18]=1[NH:17][C:5](=[O:7])[C:4]1[C:8]([CH3:16])=[C:9]([O:14][CH3:15])[C:10]([CH3:13])=[C:11]([CH3:12])[C:3]=1[O:2][CH3:1]. Procedure: 2,5-Dimethoxy-3,4,6-trimethylbenzoic acid (m.p. 98°-100° C. was reacted with methyl 3-amino-4-hydroxyphenylacetate to give methyl 4-hydroxy-3-(2,5-dimethoxy-3,4,6-trimethylbenzoylamino)phenylacetate [m.p. 159°-160° C., δ 2.14 (3H), 2.20 (3H), 2.32 (3H), 3.48 (2H), 3.65 (6H), 3.70 (3H), 7.02 (3H), 8.30 (1H), 8.87 (1H)] (11.0 g, 28.4 mmol), which was dehydrated with phosphorus oxychloride (13.1 g) to give methyl 2-[6-(2,5-dimethoxy-3,4,6-trimethylphenyl)benzoxazol-6-yl]acetate m.p. 68°-69° C., δ 2... The reactants are [Cl-].[Al+3].[Cl-].[Cl-] (aluminum chloride), FC1=CC=C(C=C1)OC (4-fluoranisole), C(C)OC(C(CC(C)=C)(C(F)(F)F)O)=O (2-hydroxy-4-methylene-2-trifluoromethyl-valeric acid ethyl ester), Cl (hydrochloric acid). Run at time 40 hour. Product: C(C)OC(C(CC(C)(C)C1=C(C=CC(=C1)F)OC)(C(F)(F)F)O)=O (4-(5-fluoro-2-methoxyphenyl)-2-hydroxy-4-methyl-2-trifluoromethyl-valeric acid ethyl ester). As a reaction SMILES: [Cl-].[Al+3].[Cl-].[Cl-].[F:5][C:6]1[CH:11]=[CH:10][C:9]([O:12][CH3:13])=[CH:8][CH:7]=1.[CH2:14]([O:16][C:17](=[O:28])[C:18]([OH:27])([C:23]([F:26])([F:25])[F:24])[CH2:19][C:20](=[CH2:22])[CH3:21])[CH3:15].Cl>>[CH2:14]([O:16][C:17](=[O:28])[C:18]([OH:27])([C:23]([F:26])([F:25])[F:24])[CH2:19][C:20]([C:10]1[CH:11]=[C:6]([F:5])[CH:7]=[CH:8][C:9]=1[O:12][CH3:13])([CH3:22])[CH3:21])[CH3:15] |f:0.1.2.3|. Procedure: 0.8 g of anhydrous aluminum chloride is added to 5 ml of 4-fluoranisole and 0.9 g of 2-hydroxy-4-methylene-2-trifluoromethyl-valeric acid ethyl ester. After 40 hours of stirring at room temperature, it is added to ice-cooled 2N hydrochloric acid and extracted with ethyl acetate. The ethyl acetate phase is washed with 1N hydrochloric acid and water, dried (Na2SO4) and concentrated by evaporation. After chromatography on silica gel with hexane/ethyl acetate (1:1), 1 g of 4-(5-fluoro-2-methoxypheny... The reactants are O=C([O-])[O-], COCCOC, CCOC(C)=O, Nc1ccc(Br)cn1, [Na+], [Na+], OB(O)c1ccccc1, Cl[Pd]Cl, c1ccc(P(c2ccccc2)c2ccccc2)cc1, c1ccc(P(c2ccccc2)c2ccccc2)cc1. Product: Nc1ccc(-c2ccccc2)cn1. As a reaction SMILES: [C:18](=[O:19])([O-:20])[O-:21].[CH2:24]([CH2:25][O:26][CH3:27])[O:28][CH3:29].[CH3:30][CH2:31][O:32][C:33]([CH3:34])=[O:35].[NH2:1][c:2]1[n:3][cH:4][c:5]([Br:8])[cH:6][cH:7]1.[Na+:22].[Na+:23].[OH:9][B:10]([OH:11])[c:12]1[cH:13][cH:14][cH:15][cH:16][cH:17]1.[Pd:36]([Cl:37])[Cl:38].[c:39]1([P:40]([c:41]2[cH:42][cH:43][cH:44][cH:45][cH:46]2)[c:47]2[cH:48][cH:49][cH:50][cH:51][cH:52]2)[cH:53][cH:54][cH:55][cH:56][cH:57]1.[c:58]1([P:59]([c:60]2[cH:61][cH:62][cH:63][cH:64][cH:65]2)[c:66]2[cH:67][cH:68][cH:69][cH:70][cH:71]2)[cH:72][cH:73][cH:74][cH:75][cH:76]1>>[NH2:1][c:2]1[n:3][cH:4][c:5](-[c:12]2[cH:13][cH:14][cH:15][cH:16][cH:17]2)[cH:6][cH:7]1. Reactants: ClC(=O)OCC(C)C (isobutyl chloroformate), C[Si](ON)(C)C (O-(Trimethylsilyl)hydroxylamine), C1(CCCCC1)CCC[C@H](CC(=O)O)C1=NC(=NO1)COCC(=O)OCC ((3R)-6-cyclohexyl-3-{3-[(2-ethoxy-2-oxoethoxy)methyl]-1,2,4-oxadiazol-5-yl}hexanoic acid), CN1CCOCC1 (N-methylmorpholine). Run in O1CCCC1 (tetrahydrofuran), CO (methanol). Conditions: time 2.5 hour. The product is C1(CCCCC1)CCC[C@H](CC(=O)NO)C1=NC(=NO1)COCC(=O)OCC (Ethyl [(5-{(1R)-4-cyclohexyl-1-[2-(hydroxyamino)-2-oxoethyl]butyl}-1,2,4-oxadiazol-3-yl)methoxy]acetate). Isolated yield 79.6%. Reaction SMILES: [CH:1]1([CH2:7][CH2:8][CH2:9][C@@H:10]([C:15]2[O:19][N:18]=[C:17]([CH2:20][O:21][CH2:22][C:23]([O:25][CH2:26][CH3:27])=[O:24])[N:16]=2)[CH2:11][C:12](O)=[O:13])[CH2:6][CH2:5][CH2:4][CH2:3][CH2:2]1.CN1CCOCC1.ClC(OCC(C)C)=O.C[Si](C)(C)[O:45][NH2:46]>O1CCCC1.CO>[CH:1]1([CH2:7][CH2:8][CH2:9][C@@H:10]([C:15]2[O:19][N:18]=[C:17]([CH2:20][O:21][CH2:22][C:23]([O:25][CH2:26][CH3:27])=[O:24])[N:16]=2)[CH2:11][C:12]([NH:46][OH:45])=[O:13])[CH2:6][CH2:5][CH2:4][CH2:3][CH2:2]1. Procedure details: A solution of (3R)-6-cyclohexyl-3-{3-[(2-ethoxy-2-oxoethoxy)methyl]-1,2,4-oxadiazol-5-yl}hexanoic acid (Preparation 87) (330 mg, 0.86 mmol) and N-methylmorpholine (160 μl, 1.46 mmol) in anhydrous tetrahydrofuran (14 ml) was cooled to 0° C., treated with isobutyl chloroformate (120 μl, 0.93 mmol) and stirred under a nitrogen atmosphere for 2.5 hours. O-(Trimethylsilyl)hydroxylamine (350 μl, 2.86 mmol) was added and the mixture was stirred for 18 hours, being allowed to warm to room temperature ov...